Dataset: the Open Reaction Database (ORD), a public repository of structured organic reaction records. Task: describe an organic reaction: reactants, conditions, products, and yield Starting materials: C1(=CC=CC=C1)C1=NC=2C(=NC=C(C2)N)N1 (2-phenyl-3H-imidazo[4,5-b]pyridin-6-ylamine), ClC1=C(C(=O)Cl)C=CC=C1 (2-chlorobenzoyl chloride). Solvent: N1=CC=CC=C1 (pyridine). Conditions: time 1 hour. Yields the product ClC1=C(C(=O)NC=2C=C3C(=NC2)NC(=N3)C3=CC=CC=C3)C=CC=C1 (2-Chloro-N-(2-phenyl-3H-imidazo[4,5-b]pyridin-6-yl)-benzamide). RXN SMILES: [C:1]1([C:7]2[NH:16][C:10]3=[N:11][CH:12]=[C:13]([NH2:15])[CH:14]=[C:9]3[N:8]=2)[CH:6]=[CH:5][CH:4]=[CH:3][CH:2]=1.[Cl:17][C:18]1[CH:26]=[CH:25][CH:24]=[CH:23][C:19]=1[C:20](Cl)=[O:21]>N1C=CC=CC=1>[Cl:17][C:18]1[CH:26]=[CH:25][CH:24]=[CH:23][C:19]=1[C:20]([NH:15][C:13]1[CH:14]=[C:9]2[N:8]=[C:7]([C:1]3[CH:2]=[CH:3][CH:4]=[CH:5][CH:6]=3)[NH:16][C:10]2=[N:11][CH:12]=1)=[O:21]. Procedure: 100 mg 2-phenyl-3H-imidazo[4,5-b]pyridin-6-ylamine (0.38 mmol,) in 4 ml dry pyridine were cooled to −40° C. and treated with 92 mg (1.1 equivalents) 2-chlorobenzoyl chloride. The cooling bath was removed an the mixture stirred for 1 hr at room temperature. The solvent was evaporated and the residue purified by chromatography on silica in methanol/dichloromethane mixtures. Yield 35 mg. Reactants: [K+].[Br-] (KBr), NC1=CC(=C(C=C1Cl)CN1C(OC(=N1)C1=CC=C(C=C1)C(F)(F)F)=O)OC (3-[(4-Amino-5-chloro-2-methoxyphenyl)methyl]-5-[4-(trifluoromethyl) phenyl]-1,3,4-oxadiazol-2(3H)-one), N1=CC=CC=C1 (pyridine), BrCC(=O)Br (Bromoacetyl bromide). Run in C1CCOC1 (THF). Conditions: temperature 0 celsius, time 18 hour. Product: BrCC(=O)NC1=C(C=C(C(=C1)OC)CN1C(OC(=N1)C1=CC=C(C=C1)C(F)(F)F)=O)Cl (2-Bromo-N-[2-chloro-4-[[2,3-dihydro-2-oxo-5-[4-(trifluoromethyl)phenyl]-1,3,4-oxadiazol-3-yl]methyl]-5-methoxyphenyl]acetamide). Reaction SMILES: [NH2:1][C:2]1[C:7]([Cl:8])=[CH:6][C:5]([CH2:9][N:10]2[N:14]=[C:13]([C:15]3[CH:20]=[CH:19][C:18]([C:21]([F:24])([F:23])[F:22])=[CH:17][CH:16]=3)[O:12][C:11]2=[O:25])=[C:4]([O:26][CH3:27])[CH:3]=1.N1C=CC=CC=1.[Br:34][CH2:35][C:36](Br)=[O:37].[K+].[Br-]>C1COCC1>[Br:34][CH2:35][C:36]([NH:1][C:2]1[CH:3]=[C:4]([O:26][CH3:27])[C:5]([CH2:9][N:10]2[N:14]=[C:13]([C:15]3[CH:16]=[CH:17][C:18]([C:21]([F:22])([F:24])[F:23])=[CH:19][CH:20]=3)[O:12][C:11]2=[O:25])=[CH:6][C:7]=1[Cl:8])=[O:37] |f:3.4|. Procedure details: 3-[(4-Amino-5-chloro-2-methoxyphenyl)methyl]-5-[4-(trifluoromethyl) phenyl]-1,3,4-oxadiazol-2(3H)-one (3 g, 7.5 mmol) and pyridine (0.68 ml, 8.41 mmol) were dissolved in THF (35 ml) under N2 and cooled to 0° C. Bromoacetyl bromide (0.72 ml, 8.26 mmol) was added dropwise and the reaction mixture stirred for 18 h at 24° C. before being partitioned between ethyl acetate (400 ml) and 0.1N HCl solution (50 ml). The organic phase was washed with saturated NaHCO3 solution and brine, and dried over MgSO... As a reaction SMILES: [C:20]([O:21][c:22]1[cH:23][cH:24][cH:25][cH:26][cH:27]1)(=[O:28])[Cl:29].[CH3:1][N:2]([CH2:3][CH2:4][CH2:5][N:6]1[CH2:7][CH2:8][CH2:9][c:10]2[cH:11][c:12]([N+:16](=[O:17])[O-:18])[cH:13][cH:14][c:15]21)[CH3:19].[Cl:30][CH2:31][Cl:32].[OH2:33]>>[CH3:1][N:2]([CH2:3][CH2:4][CH2:5][N:6]1[CH2:7][CH2:8][CH2:9][c:10]2[cH:11][c:12]([N+:16](=[O:17])[O-:18])[cH:13][cH:14][c:15]21)[C:20]([O:21][c:22]1[cH:23][cH:24][cH:25][cH:26][cH:27]1)=[O:28]. The reactants are O=C(Cl)Oc1ccccc1, CN(C)CCCN1CCCc2cc([N+](=O)[O-])ccc21, ClCCl, O. The product is CN(CCCN1CCCc2cc([N+](=O)[O-])ccc21)C(=O)Oc1ccccc1. Reactants: IC1=CC(=CC(=C1)I)I (1,3,5-triiodobenzene), N1=CC(=CC=C1)B(CC)CC (3-pyridyldiethylborane). The solvent is N1=CC=CC=C1 (pyridine). The product is IC=1C=C(C=C(C1)I)C=1C=NC=CC1 (3-(3',5'-DIIODOPHENYL)PYRIDINE). As a reaction SMILES: I[C:2]1[CH:7]=[C:6]([I:8])[CH:5]=[C:4]([I:9])[CH:3]=1.[N:10]1[CH:15]=[CH:14][CH:13]=[C:12](B(CC)CC)[CH:11]=1>N1C=CC=CC=1>[I:9][C:4]1[CH:3]=[C:2]([C:12]2[CH:11]=[N:10][CH:15]=[CH:14][CH:13]=2)[CH:7]=[C:6]([I:8])[CH:5]=1. Reported procedure: The pyridine was prepared as above from 1,3,5-triiodobenzene and 3-pyridyldiethylborane. ##STR97## Reactants: CSC1=CC=C(C=C1)C1C(NC(O1)=O)CO (5-(4-methylthiophenyl)-4-hydroxymethyl-oxazolidin-2-one), ClC(C(F)(F)N(CC)CC)F (N-(2-chloro-1,1,2-trifluoroethyl)-diethylamine), teflon. Run in C(C)(=O)OCC (ethyl acetate), C(Cl)Cl (methylene chloride). Yields the product CSC1=CC=C(C=C1)C1C(NC(O1)=O)CF (5-(4-methylthiophenyl)-4-fluoromethyl-oxazolidin-2-one). The yield is 62.0%. RXN SMILES: [CH3:1][S:2][C:3]1[CH:8]=[CH:7][C:6]([CH:9]2[O:13][C:12](=[O:14])[NH:11][CH:10]2[CH2:15]O)=[CH:5][CH:4]=1.ClC(F)C(N(CC)CC)(F)[F:20]>C(Cl)Cl.C(OCC)(=O)C>[CH3:1][S:2][C:3]1[CH:8]=[CH:7][C:6]([CH:9]2[O:13][C:12](=[O:14])[NH:11][CH:10]2[CH2:15][F:20])=[CH:5][CH:4]=1. Procedure: To a solution of 250 mg (1.0 mmole) of 5-(4-methylthiophenyl)-4-hydroxymethyl-oxazolidin-2-one in 30 ml of methylene chloride was added 0.21 ml (1.3 moles) of N-(2-chloro-1,1,2-trifluoroethyl)-diethylamine. The reaction mixture was heated in a teflon bomb at 110° C for 1.5 hours. The reaction mixture was cooled and diluted with ethyl acetate. The organic layer was washed twice with water, dried and concentrated. Chromatography on silica gel afforded 150 mg (0.62 mmole), 62% of 5-(4-methylthiophe... The reactants are CNc1nc(OC)ccc1[N+](=O)[O-], C1COCCO1. Yields the product CNc1nc(OC)ccc1N. As a reaction SMILES: [CH3:1][O:2][c:3]1[cH:4][cH:5][c:6]([N+:11]([O-:12])=[O:13])[c:7]([NH:9][CH3:10])[n:8]1.[O:14]1[CH2:15][CH2:16][O:17][CH2:18][CH2:19]1>>[CH3:1][O:2][c:3]1[cH:4][cH:5][c:6]([NH2:11])[c:7]([NH:9][CH3:10])[n:8]1. The reactants are CCOC(=O)C=C(CNC(CCC(F)(F)F)C(=O)OC)Oc1ccccc1Cl, CC#N. The product is COC(=O)C(CCC(F)(F)F)N1CC(Oc2ccccc2Cl)=CC1=O. RXN SMILES: [CH3:1][O:2][C:3]([CH:4]([CH2:5][CH2:6][C:7]([F:8])([F:9])[F:10])[NH:11][CH2:12][C:13](=[CH:14][C:15](=[O:16])[O:17][CH2:18][CH3:19])[O:20][c:21]1[c:22]([Cl:27])[cH:23][cH:24][cH:25][cH:26]1)=[O:28].[CH3:29][C:30]#[N:31]>>[CH3:1][O:2][C:3]([CH:4]([CH2:5][CH2:6][C:7]([F:8])([F:9])[F:10])[N:11]1[CH2:12][C:13]([O:20][c:21]2[c:22]([Cl:27])[cH:23][cH:24][cH:25][cH:26]2)=[CH:14][C:15]1=[O:16])=[O:28].